This data is from the Open Reaction Database (ORD), a public repository of structured organic reaction records. The task is: describe an organic reaction: reactants, conditions, products, and yield Starting materials: O=C([O-])[O-], COCCOC, Cc1cc(Cl)nc(-c2ccc(C(F)(F)F)cc2)c1, OB(O)c1ccc(F)cc1, [Na+], [Na+], O, c1ccc(P(c2ccccc2)(c2ccccc2)[Pd](P(c2ccccc2)(c2ccccc2)c2ccccc2)(P(c2ccccc2)(c2ccccc2)c2ccccc2)P(c2ccccc2)(c2ccccc2)c2ccccc2)cc1. The product is Cc1cc(-c2ccc(F)cc2)nc(-c2ccc(C(F)(F)F)cc2)c1. Reaction SMILES: [C:29](=[O:30])([O-:31])[O-:32].[CH3:35][O:36][CH2:37][CH2:38][O:39][CH3:40].[Cl:1][c:2]1[n:3][c:4](-[c:9]2[cH:10][cH:11][c:12]([C:15]([F:16])([F:17])[F:18])[cH:13][cH:14]2)[cH:5][c:6]([CH3:8])[cH:7]1.[F:19][c:20]1[cH:21][cH:22][c:23]([B:26]([OH:27])[OH:28])[cH:24][cH:25]1.[Na+:33].[Na+:34].[OH2:41].[cH:42]1[cH:43][cH:44][c:45]([P:46]([Pd:47]([P:48]([c:49]2[cH:50][cH:51][cH:52][cH:53][cH:54]2)([c:55]2[cH:56][cH:57][cH:58][cH:59][cH:60]2)[c:61]2[cH:62][cH:63][cH:64][cH:65][cH:66]2)([P:67]([c:68]2[cH:69][cH:70][cH:71][cH:72][cH:73]2)([c:74]2[cH:75][cH:76][cH:77][cH:78][cH:79]2)[c:80]2[cH:81][cH:82][cH:83][cH:84][cH:85]2)[P:86]([c:87]2[cH:88][cH:89][cH:90][cH:91][cH:92]2)([c:93]2[cH:94][cH:95][cH:96][cH:97][cH:98]2)[c:99]2[cH:100][cH:101][cH:102][cH:103][cH:104]2)([c:105]2[cH:106][cH:107][cH:108][cH:109][cH:110]2)[c:111]2[cH:112][cH:113][cH:114][cH:115][cH:116]2)[cH:117][cH:118]1>>[c:2]1(-[c:23]2[cH:22][cH:21][c:20]([F:19])[cH:25][cH:24]2)[n:3][c:4](-[c:9]2[cH:10][cH:11][c:12]([C:15]([F:16])([F:17])[F:18])[cH:13][cH:14]2)[cH:5][c:6]([CH3:8])[cH:7]1.